Dataset: the Open Reaction Database (ORD), a public repository of structured organic reaction records. Task: describe an organic reaction: reactants, conditions, products, and yield The reactants are CN(CCOC1=CC=C(C=C1)NC(C(=O)[O-])(C)C)C.[Na+] (sodium 2-(4-(2-(dimethylamino)ethoxy)phenylamino)-2-methylpropanoate), FC(C1=C(C#N)C=CC(=C1)N=C=S)(F)F (2-(trifluoromethyl)-4-isothiocyanatobenzonitrile). Run at temperature 100 celsius, time 12 hour. The product is CN(CCOC1=CC=C(C=C1)N1C(N(C(C1(C)C)=O)C1=CC(=C(C#N)C=C1)C(F)(F)F)=S)C (4-(3-(4-(2-(dimethylamino)ethoxy)phenyl)-4,4-dimethyl-5-oxo-2-thioxoimidazolidin-1-yl)-2-(trifluoromethyl)benzonitrile). Yield: 17.0%. As a reaction SMILES: [CH3:1][N:2]([CH3:19])[CH2:3][CH2:4][O:5][C:6]1[CH:11]=[CH:10][C:9]([NH:12][C:13]([CH3:18])([CH3:17])[C:14]([O-:16])=O)=[CH:8][CH:7]=1.[Na+].[F:21][C:22]([F:35])([F:34])[C:23]1[CH:30]=[C:29]([N:31]=[C:32]=[S:33])[CH:28]=[CH:27][C:24]=1[C:25]#[N:26]>>[CH3:19][N:2]([CH3:1])[CH2:3][CH2:4][O:5][C:6]1[CH:7]=[CH:8][C:9]([N:12]2[C:13]([CH3:18])([CH3:17])[C:14](=[O:16])[N:31]([C:29]3[CH:28]=[CH:27][C:24]([C:25]#[N:26])=[C:23]([C:22]([F:35])([F:21])[F:34])[CH:30]=3)[C:32]2=[S:33])=[CH:10][CH:11]=1 |f:0.1|. Procedure details: Compound 8 was prepared according to General Method 3. A mixture of sodium 2-(4-(2-(dimethylamino)ethoxy)phenylamino)-2-methylpropanoate (107 mg, 0.37 mmol) and 2-(trifluoromethyl)-4-isothiocyanatobenzonitrile (107 mg, 0.44 mmol) was heated at 100° C. for 1 h then 82° C. for 12 h. The crude product was purified by silica gel chromatography using 100-200 Mesh silica gel (10% methanol in DCM) to obtain 30 mg of 4-(3-(4-(2-(dimethylamino)ethoxy)phenyl)-4,4-dimethyl-5-oxo-2-thioxoimidazolidin-1-yl)-... The reactants are O=C1CCCO1, Nc1ccc2c(c1)OCO2. Yields the product O=C1CCCN1c1ccc2c(c1)OCO2. Reaction SMILES: [C:11]1(=[O:16])[CH2:12][CH2:13][CH2:14][O:15]1.[CH2:1]1[O:2][c:3]2[cH:4][c:5]([NH2:6])[cH:7][cH:8][c:9]2[O:10]1>>[CH2:1]1[O:2][c:3]2[cH:4][c:5]([N:6]3[CH2:11][CH2:12][CH2:13][C:14]3=[O:15])[cH:7][cH:8][c:9]2[O:10]1. Starting materials: [OH-].[K+] (KOH), C(C)OC(=O)N1C(CC(C2=CC(=C(C=C12)OC)OCC1=CC=CC=C1)=NO)C (6-benzyloxy-4-hydroxyimino-7-methoxy-2-methyl-3,4-dihydro-2H-quinoline-1-carboxylic acid ethyl ester), [OH-].[K+] (KOH). The reagents and catalysts are [Al].[Ni] (aluminum-nickel alloy), [Al].[Ni] (aluminum-nickel alloy). The solvent is C(C)O (ethanol). Run at time 1.5 hour. Product: C(C)OC(=O)N1[C@H](C[C@H](C2=CC(=C(C=C12)OC)O)N)C (cis-4-Amino-6-hydroxy-7-methoxy-2-methyl-3,4-dihydro-2H-quinoline-1-carboxylic Acid Ethyl Ester). The yield is 25.9%. RXN SMILES: [CH2:1]([O:3][C:4]([N:6]1[C:15]2[C:10](=[CH:11][C:12]([O:18]CC3C=CC=CC=3)=[C:13]([O:16][CH3:17])[CH:14]=2)[C:9](=[N:26]O)[CH2:8][CH:7]1[CH3:28])=[O:5])[CH3:2].[OH-].[K+]>C(O)C.[Al].[Ni]>[CH2:1]([O:3][C:4]([N:6]1[C:15]2[C:10](=[CH:11][C:12]([OH:18])=[C:13]([O:16][CH3:17])[CH:14]=2)[C@H:9]([NH2:26])[CH2:8][C@@H:7]1[CH3:28])=[O:5])[CH3:2] |f:1.2,4.5|. Reported procedure: To a stirred solution of 6-benzyloxy-4-hydroxyimino-7-methoxy-2-methyl-3,4-dihydro-2H-quinoline-1-carboxylic acid ethyl ester (2.05 g, 5.33 mmol), in ethanol (20 mL) and aqueous 2N KOH (16 mL, 32 mmol) was added aluminum-nickel alloy (1.82 g, 50% Ni, 21.2 mmol) in portions. The reaction was stirred at room temperature for 1.5 h, then additional aluminum-nickel alloy (1.82 g, 21.2 mmol) was added, and the reaction was stirred for 3 h. Additional aqueous 2N KOH (20 mL, 40 mmol) was added, and the ... The reactants are Cc1ccc(NC(C)C)cc1Br, CC(C)=CC(=O)Cl, ClCCl, c1ccncc1. Product: CC(C)=CC(=O)N(c1ccc(C)c(Br)c1)C(C)C. Reaction SMILES: [Br:1][c:2]1[cH:3][c:4]([NH:9][CH:10]([CH3:11])[CH3:12])[cH:5][cH:6][c:7]1[CH3:8].[CH3:13][C:14](=[CH:15][C:16](=[O:17])[Cl:18])[CH3:19].[Cl:26][CH2:27][Cl:28].[cH:20]1[cH:21][cH:22][n:23][cH:24][cH:25]1>>[Br:1][c:2]1[cH:3][c:4]([N:9]([CH:10]([CH3:11])[CH3:12])[C:16]([CH:15]=[C:14]([CH3:13])[CH3:19])=[O:17])[cH:5][cH:6][c:7]1[CH3:8]. Reactants: BrC1=C(C(=O)NC1=O)Br (dibromomaleimide), C(O)([O-])=O.[Na+] (sodium hydrogencarbonate), C1(=CC=CC=C1)S (benzenethiol). Run in CO (methanol), CO (methanol). Conditions: time 15 minute. Yields the product C1(=CC=CC=C1)SC=1C(NC(C1SC1=CC=CC=C1)=O)=O (3,4-Bis-phenylsulfanyl-pyrrole-2,5-dione). Yield: 77.6%. As a reaction SMILES: Br[C:2]1[C:7](=[O:8])[NH:6][C:4](=[O:5])[C:3]=1Br.C(=O)([O-])O.[Na+].[C:15]1([SH:21])[CH:20]=[CH:19][CH:18]=[CH:17][CH:16]=1>CO>[C:15]1([S:21][C:3]2[C:4](=[O:5])[NH:6][C:7](=[O:8])[C:2]=2[S:21][C:15]2[CH:20]=[CH:19][CH:18]=[CH:17][CH:16]=2)[CH:20]=[CH:19][CH:18]=[CH:17][CH:16]=1 |f:1.2|. Procedure details: To dibromomaleimide (80.0 mg, 0.3 mmol) and sodium hydrogencarbonate (130.2 mg, 1.6 mmol) in methanol (6 ml) was slowly added benzenethiol (66.6 μl, 0.7 mmol) in methanol (1 ml). The reaction was stirred for 15 min at RT. The solvent was removed in vacuo and the residual material was purified by flash chromatography on silica gel (petroleum ether: ethyl acetate, gradient elution from 9:1 to 7:3) to afford the desired product as bright yellow crystals (73 mg, 75%). λmax (50 mM sodium phosphate, p... The reactants are ClC1=CC2=C(N(C(N2)=O)C2CCN(CC2)CC(CN2C(N(C3=C2C=CC=C3)C(=C)C)=O)C)C=C1 (5-chloro-1-[1-{3-[1,3-dihydro-3-(1-methylethenyl)-2-oxo-2H-benzimidazol-1-yl]-2-methylpropyl}-4-piperidinyl]-1,3-dihydro-2H-benzimidazol-2-one), C(C)O (ethanol), Cl (hydrogen chloride). The solvent is CC(C)O (2-propanol). Reaction conditions: time 5 minute. Product: ClC1=CC2=C(N(C(N2)=O)C2CCN(CC2)CC(CN2C(NC3=C2C=CC=C3)=O)C)C=C1 (5-chloro-1-{1-[3-(1,3-dihydro-2-oxo-2H-benzimidazol-1-yl)-2-methylpropyl]-4-piperidinyl}-1,3-dihydro-2H-benzimidazol-2-one). Isolated yield 19.7%. RXN SMILES: [Cl:1][C:2]1[CH:34]=[CH:33][C:5]2[N:6]([CH:10]3[CH2:15][CH2:14][N:13]([CH2:16][CH:17]([CH3:32])[CH2:18][N:19]4[C:23]5[CH:24]=[CH:25][CH:26]=[CH:27][C:22]=5[N:21](C(C)=C)[C:20]4=[O:31])[CH2:12][CH2:11]3)[C:7](=[O:9])[NH:8][C:4]=2[CH:3]=1.C(O)C.Cl>CC(O)C>[Cl:1][C:2]1[CH:34]=[CH:33][C:5]2[N:6]([CH:10]3[CH2:15][CH2:14][N:13]([CH2:16][CH:17]([CH3:32])[CH2:18][N:19]4[C:23]5[CH:24]=[CH:25][CH:26]=[CH:27][C:22]=5[NH:21][C:20]4=[O:31])[CH2:12][CH2:11]3)[C:7](=[O:9])[NH:8][C:4]=2[CH:3]=1. Reported procedure: A solution of 7 parts of 5-chloro-1-[1-{3-[1,3-dihydro-3-(1-methylethenyl)-2-oxo-2H-benzimidazol-1-yl]-2-methylpropyl}-4-piperidinyl]-1,3-dihydro-2H-benzimidazol-2-one in 120 parts of ethanol is acidified with 2-propanol, previously saturated with gaseous hydrogen chloride. The whole is boiled for 5 minutes. The reaction mixture is evaporated and the residue is taken up in water. The mixture is alkalized with a concentrated ammonium hydroxide solution. The product is extracted with trichlorometh... The reactants are [Si](C)(C)(C(C)(C)C)OC=1C=CC2=C(SC(=C2OC2=CC=C(C=C2)/C=C/C(=O)OC(C)C)C2=C(C=CC=C2)C(C)C)C1 ((E)-isopropyl 3-(4-((6-((tert-butyldimethylsilyl)oxy)-2-(2-isopropylphenyl)benzo[b]thiophen-3-yl)oxy)phenyl)acrylate), [F-].C(CCC)[N+](CCCC)(CCCC)CCCC (tetra-n-butylammonium fluoride). Run in C1CCOC1 (THF). Run at time 45 minute. Product: OC=1C=CC2=C(SC(=C2OC2=CC=C(C=C2)/C=C/C(=O)OC(C)C)C2=C(C=CC=C2)C(C)C)C1 ((E)-isopropyl 3-(4-((6-hydroxy-2-(2-isopropylphenyl)benzo[b]thiophen-3-yl)oxy)phenyl)acrylate). The yield is 48.3%. Reaction SMILES: [Si]([O:8][C:9]1[CH:10]=[CH:11][C:12]2[C:16]([O:17][C:18]3[CH:23]=[CH:22][C:21](/[CH:24]=[CH:25]/[C:26]([O:28][CH:29]([CH3:31])[CH3:30])=[O:27])=[CH:20][CH:19]=3)=[C:15]([C:32]3[CH:37]=[CH:36][CH:35]=[CH:34][C:33]=3[CH:38]([CH3:40])[CH3:39])[S:14][C:13]=2[CH:41]=1)(C(C)(C)C)(C)C.[F-].C([N+](CCCC)(CCCC)CCCC)CCC>C1COCC1>[OH:8][C:9]1[CH:10]=[CH:11][C:12]2[C:16]([O:17][C:18]3[CH:19]=[CH:20][C:21](/[CH:24]=[CH:25]/[C:26]([O:28][CH:29]([CH3:31])[CH3:30])=[O:27])=[CH:22][CH:23]=3)=[C:15]([C:32]3[CH:37]=[CH:36][CH:35]=[CH:34][C:33]=3[CH:38]([CH3:40])[CH3:39])[S:14][C:13]=2[CH:41]=1 |f:1.2|. Reported procedure: To a solution of (E)-isopropyl 3-(4-((6-((tert-butyldimethylsilyl)oxy)-2-(2-isopropylphenyl)benzo[b]thiophen-3-yl)oxy)phenyl)acrylate (35 mg, 0.060 mmol) in THF (2.0 mL) at 0° C. was added tetra-n-butylammonium fluoride (1.0 M in THF, 0.089 mL, 0.089 mmol) dropwise, the reaction immediately turned bright yellow in color. Stirring was continued at 0° C. for 45 min after which the reaction was warmed to room temperature for 15 min and then quenched by addition of st. aq. NaHCO3. The aqueous layer ...